This data is from the Open Reaction Database (ORD), a public repository of structured organic reaction records. The task is: describe an organic reaction: reactants, conditions, products, and yield Starting materials: ClC1=CC2=C(C3=C(C[N+](=C2C2=C(C=CC=C2)Cl)[O-])C=NC=N3)C=C1 (9-chloro-7-(2-chlorophenyl)-5H-pyrimido[5,4-d][2]benzazepine-6-oxide), P(Cl)(Cl)Cl (phosphorous trichloride), [OH-].[NH4+] (ammonium hydroxide). The solvent is C(Cl)Cl (methylene chloride). Product: ClC1=CC2=C(C3=C(CN=C2C2=C(C=CC=C2)Cl)C=NC=N3)C=C1 (9-Chloro-7-(2-chlorophenyl)-5H-pyrimido[5,4-d][2]-benzazepine). RXN SMILES: [Cl:1][C:2]1[CH:24]=[CH:23][C:5]2[C:6]3[N:22]=[CH:21][N:20]=[CH:19][C:7]=3[CH2:8][N+:9]([O-])=[C:10]([C:11]3[CH:16]=[CH:15][CH:14]=[CH:13][C:12]=3[Cl:17])[C:4]=2[CH:3]=1.P(Cl)(Cl)Cl.[OH-].[NH4+]>C(Cl)Cl>[Cl:1][C:2]1[CH:24]=[CH:23][C:5]2[C:6]3[N:22]=[CH:21][N:20]=[CH:19][C:7]=3[CH2:8][N:9]=[C:10]([C:11]3[CH:16]=[CH:15][CH:14]=[CH:13][C:12]=3[Cl:17])[C:4]=2[CH:3]=1 |f:2.3|. Reported procedure: A mixture of 0.5 g (1.3 mmol) of 9-chloro-7-(2-chlorophenyl)-5H-pyrimido[5,4-d][2]benzazepine-6-oxide and 1.0 ml (10 mmol) of phosphorous trichloride in 20 ml of methylene chloride was refluxed for 3 hr. The mixture was cooled, poured over ice, basified with ammonium hydroxide and extracted with methylene chloride. The methylene chloride solution was washed with water, dried over anhydrous sodium sulfate and concentrated at reduced pressure. The residue crystallized upon the addition of ether to... Reactants: COc1cc(OC)cc(N2CCNCC2)c1, CCOC(=O)Nc1nc2cc(Cl)c(Cl)cc2nc1OC. The product is COc1cc(OC)cc(N2CCN(C(=O)Nc3nc4cc(Cl)c(Cl)cc4nc3OC)CC2)c1. RXN SMILES: [CH3:21][O:22][c:23]1[cH:24][c:25]([N:31]2[CH2:32][CH2:33][NH:34][CH2:35][CH2:36]2)[cH:26][c:27]([O:29][CH3:30])[cH:28]1.[Cl:1][c:2]1[cH:3][c:4]2[n:5][c:6]([NH:15][C:16]([O:17][CH2:18][CH3:19])=[O:20])[c:7]([O:13][CH3:14])[n:8][c:9]2[cH:10][c:11]1[Cl:12]>>[Cl:1][c:2]1[cH:3][c:4]2[n:5][c:6]([NH:15][C:16](=[O:20])[N:34]3[CH2:33][CH2:32][N:31]([c:25]4[cH:24][c:23]([O:22][CH3:21])[cH:28][c:27]([O:29][CH3:30])[cH:26]4)[CH2:36][CH2:35]3)[c:7]([O:13][CH3:14])[n:8][c:9]2[cH:10][c:11]1[Cl:12]. The reactants are C(C1=CC=CC=C1)C1CCNCC1 (4-Benzylpiperidine), BrCCOC1=CC=CC=C1 (1-bromo-2-phenoxyethane), C([O-])([O-])=O.[K+].[K+] (potassium carbonate). Solvent: CC(=O)CC (methylethylketone). The product is C(C1=CC=CC=C1)C1CCN(CC1)CCOC1=CC=CC=C1 (4-Benzyl-1-(2-phenoxyethyl)piperidine). RXN SMILES: [CH2:1]([CH:8]1[CH2:13][CH2:12][NH:11][CH2:10][CH2:9]1)[C:2]1[CH:7]=[CH:6][CH:5]=[CH:4][CH:3]=1.Br[CH2:15][CH2:16][O:17][C:18]1[CH:23]=[CH:22][CH:21]=[CH:20][CH:19]=1.C(=O)([O-])[O-].[K+].[K+]>CC(CC)=O>[CH2:1]([CH:8]1[CH2:13][CH2:12][N:11]([CH2:15][CH2:16][O:17][C:18]2[CH:23]=[CH:22][CH:21]=[CH:20][CH:19]=2)[CH2:10][CH2:9]1)[C:2]1[CH:7]=[CH:6][CH:5]=[CH:4][CH:3]=1 |f:2.3.4|. Procedure: 4-Benzylpiperidine was treated with 1-bromo-2-phenoxyethane and excess potassium carbonate as a solution in methylethylketone and heated at reflux for 12 hours. Standard workup and chromatography gave the title compound. Starting materials: C1CNCCC12CCNC(C2)C(=O)OC (methyl 3,9-diazaspiro[5.5]undecane-10-carboxylate), 1-PrOH, ClC1=NC(=NC(=C1)O[C@@H](C(F)(F)F)C1=C(C=C(C=C1)Cl)N1N=C(C=C1)C)N (4-chloro-6-[(1R)-1-[4-chloro-2-(3-methylpyrazol-1-yl)phenyl]-2,2,2-trifluoro-ethoxy]pyrimidin-2-amine). Solvent: O1CCOCC1 (dioxane). Reaction conditions: temperature 100 celsius. The product is NC1=NC(=CC(=N1)N1CCC2(CCNC(C2)C(=O)OC)CC1)O[C@@H](C(F)(F)F)C1=C(C=C(C=C1)Cl)N1N=C(C=C1)C (methyl 9-(2-amino-6-((R)-1-(4-chloro-2-(3-methyl-1H-pyrazol-1-yl)phenyl)-2,2,2-trifluoroethoxy)pyrimidin-4-yl)-3,9-diazaspiro[5.5]undecane-2-carboxylate). Reaction SMILES: [CH2:1]1[C:6]2([CH2:11][CH:10]([C:12]([O:14][CH3:15])=[O:13])[NH:9][CH2:8][CH2:7]2)[CH2:5][CH2:4][NH:3][CH2:2]1.Cl[C:17]1[CH:22]=[C:21]([O:23][C@H:24]([C:29]2[CH:34]=[CH:33][C:32]([Cl:35])=[CH:31][C:30]=2[N:36]2[CH:40]=[CH:39][C:38]([CH3:41])=[N:37]2)[C:25]([F:28])([F:27])[F:26])[N:20]=[C:19]([NH2:42])[N:18]=1>O1CCOCC1>[NH2:42][C:19]1[N:18]=[C:17]([N:3]2[CH2:4][CH2:5][C:6]3([CH2:11][CH:10]([C:12]([O:14][CH3:15])=[O:13])[NH:9][CH2:8][CH2:7]3)[CH2:1][CH2:2]2)[CH:22]=[C:21]([O:23][C@H:24]([C:29]2[CH:34]=[CH:33][C:32]([Cl:35])=[CH:31][C:30]=2[N:36]2[CH:40]=[CH:39][C:38]([CH3:41])=[N:37]2)[C:25]([F:27])([F:26])[F:28])[N:20]=1. Procedure details: To a solution of methyl 3,9-diazaspiro[5.5]undecane-10-carboxylate (30 mg, 0.14 mmol) in dioxane (2 mL)/1-PrOH (2 mL) was added 4-chloro-6-[(1R)-1-[4-chloro-2-(3-methylpyrazol-1-yl)phenyl]-2,2,2-trifluoro-ethoxy]pyrimidin-2-amine (92 mg, 0.22 mmol), and the reaction was heated at 100° C. under microwave for 3 h. The reaction was cooled to RT, and concentrated in vacuo. The residue was purified by reversed phase HPLC (MeOH/H2O/0.5% TFA) to provide methyl 9-(2-amino-6-((R)-1-(4-chloro-2-(3-methyl-...